This data is from the Open Reaction Database (ORD), a public repository of structured organic reaction records. The task is: describe an organic reaction: reactants, conditions, products, and yield Reactants: FC1=C(C=CC(=C1)F)N=C=O (2,4-diflurophenylisocyanate), C(CCCCCC)NCC1=CC=C(C=C1)CCCC (N-heptyl-4-butylbenzenemethanamine). Solvent: CCCCCC (hexane), CCCCCC (hexane). Run at time 4 hour. The product is C(CCC)C1=CC=C(C=C1)CN(C(=O)NC1=C(C=C(C=C1)F)F)CCCCCCC (1-[(4-butylphenyl)methyl]-1-(n-heptyl)-3-[2 4-difluorophenyl]urea). As a reaction SMILES: [F:1][C:2]1[CH:7]=[C:6]([F:8])[CH:5]=[CH:4][C:3]=1[N:9]=[C:10]=[O:11].[CH2:12]([NH:19][CH2:20][C:21]1[CH:26]=[CH:25][C:24]([CH2:27][CH2:28][CH2:29][CH3:30])=[CH:23][CH:22]=1)[CH2:13][CH2:14][CH2:15][CH2:16][CH2:17][CH3:18]>CCCCCC>[CH2:27]([C:24]1[CH:23]=[CH:22][C:21]([CH2:20][N:19]([CH2:12][CH2:13][CH2:14][CH2:15][CH2:16][CH2:17][CH3:18])[C:10]([NH:9][C:3]2[CH:4]=[CH:5][C:6]([F:8])=[CH:7][C:2]=2[F:1])=[O:11])=[CH:26][CH:25]=1)[CH2:28][CH2:29][CH3:30]. Procedure: A solution of 1.55 g of 2,4-diflurophenylisocyanate in hexane was added to a solution of 2.61 g of N-heptyl-4-butylbenzenemethanamine in 15 ml of hexane and the solution was stirred at room temperature for 4 hours, then evaporated. The residual oil was distilled to yield 1-[(4-butylphenyl)methyl]-1-(n-heptyl)-3-[2 4-difluorophenyl]urea as a colorless oil, bp 160°-165° C./120μ. Starting materials: C1(CC1)COC1=C(C=CC(=N1)C(=O)O)OC(F)(F)F (6-cyclopropylmethoxy-5-trifluoromethoxy-pyridine-2-carboxylic acid), ClC1=C(C=CC(=N1)C(=O)O)OCC1CC1 (6-chloro-5-cyclopropylmethoxy-pyridine-2-carboxylic acid), CC1(NCOC1)C (4,4-dimethyl-oxazolidine). Yields the product C1(CC1)COC1=C(C=CC(=N1)C(=O)N1COCC1(C)C)OC(F)(F)F ((6-Cyclopropylmethoxy-5-trifluoromethoxy-pyridin-2-yl)-(4,4-dimethyl-oxazolidin-3-yl)-methanone). RXN SMILES: [CH:1]1([CH2:4][O:5][C:6]2[N:11]=[C:10]([C:12]([OH:14])=O)[CH:9]=[CH:8][C:7]=2[O:15][C:16]([F:19])([F:18])[F:17])[CH2:3][CH2:2]1.ClC1N=C(C(O)=O)C=CC=1OCC1CC1.[CH3:35][C:36]1([CH3:41])[CH2:40][O:39][CH2:38][NH:37]1>>[CH:1]1([CH2:4][O:5][C:6]2[N:11]=[C:10]([C:12]([N:37]3[C:36]([CH3:41])([CH3:35])[CH2:40][O:39][CH2:38]3)=[O:14])[CH:9]=[CH:8][C:7]=2[O:15][C:16]([F:19])([F:18])[F:17])[CH2:2][CH2:3]1. Reported procedure: The title compound was synthesized in analogy to Example 47 b, using the mixture of 6-cyclopropylmethoxy-5-trifluoromethoxy-pyridine-2-carboxylic acid and 6-chloro-5-cyclopropylmethoxy-pyridine-2-carboxylic acid (Example 47 a, 50 mg, 180 μmol) and 4,4-dimethyl-oxazolidine (CAN 51200-87-4; 28.4 μl (75%), 198 μmol) as starting materials and isolated (24 mg, 37%) as colorless oil; LC-MS (UV peak area, ESI) 100%, 361.1370 [MH+]. The reactants are Clc1ncc(Br)c(Cl)n1, C=CCN, CCO, CCN(C(C)C)C(C)C. Product: C=CCNc1nc(Cl)ncc1Br. RXN SMILES: [Br:1][c:2]1[c:3]([Cl:9])[n:4][c:5]([Cl:8])[n:6][cH:7]1.[CH2:10]([CH:11]=[CH2:12])[NH2:13].[CH3:23][CH2:24][OH:25].[CH:14]([N:15]([CH:16]([CH3:17])[CH3:18])[CH2:19][CH3:20])([CH3:21])[CH3:22]>>[Br:1][c:2]1[c:3]([NH:13][CH2:10][CH:11]=[CH2:12])[n:4][c:5]([Cl:8])[n:6][cH:7]1.